From a dataset of the Open Reaction Database (ORD), a public repository of structured organic reaction records. describe an organic reaction: reactants, conditions, products, and yield Reactants: Nc1ccc2ncnc(Nc3cccc(Br)c3)c2c1, O=C([O-])O, CN1CCOCC1, COCOCC#CC(=O)O, CC(C)COC(=O)Cl, [Na+], C1CCOC1. Yields the product COCOCC#CC(=O)Nc1ccc2ncnc(Nc3cccc(Br)c3)c2c1. As a reaction SMILES: [Br:26][c:27]1[cH:28][c:29]([NH:33][c:34]2[n:35][cH:36][n:37][c:38]3[cH:39][cH:40][c:41]([NH2:44])[cH:42][c:43]23)[cH:30][cH:31][cH:32]1.[C:45](=[O:46])([OH:47])[O-:48].[CH3:19][N:20]1[CH2:21][CH2:22][O:23][CH2:24][CH2:25]1.[CH3:1][O:2][CH2:3][O:4][CH2:5][C:6]#[C:7][C:8](=[O:9])[OH:10].[Cl:11][C:12]([O:13][CH2:14][CH:15]([CH3:16])[CH3:17])=[O:18].[Na+:49].[O:50]1[CH2:51][CH2:52][CH2:53][CH2:54]1>>[CH3:1][O:2][CH2:3][O:4][CH2:5][C:6]#[C:7][C:8](=[O:10])[NH:44][c:41]1[cH:40][cH:39][c:38]2[n:37][cH:36][n:35][c:34]([NH:33][c:29]3[cH:28][c:27]([Br:26])[cH:32][cH:31][cH:30]3)[c:43]2[cH:42]1. Starting materials: C(C)(=O)O[BH-](OC(C)=O)OC(C)=O.[Na+] (sodium triacetoxy borohydride), C(C)(=O)O[BH-](OC(C)=O)OC(C)=O.[Na+] (sodium triacetoxy borohydride), C(C)(=O)O[BH-](OC(C)=O)OC(C)=O (triacetoxy borohydride), C(C)(=O)O[BH-](OC(C)=O)OC(C)=O.[Na+] (sodium triacetoxy borohydride), imine, ClC=1C=C(C=NC1CO)C=O (5-chloro-6-(hydroxymethyl)-3-pyridinecarbaldehyde), ClC=1C=C(C=NC1CO)C=O (5-chloro-6-(hydroxymethyl)-3-pyridinecarbaldehyde), NC1CCN(CC1)CCN1C(C=CC2=NC=C(C=C12)OC)=O (1-[2-(4-amino-1-piperidinyl)ethyl]-7-(methyloxy)-1,5-naphthyridin-2(1H)-one), NC1CCN(CC1)CCN1C(C=CC2=NC=C(C=C12)OC)=O (1-[2-(4-amino-1-piperidinyl)ethyl]-7-(methyloxy)-1,5-naphthyridin-2(1H)-one). Run in ClCCl (Dichloromethane), CO (Methanol). Conditions: time 3 hour. The product is ClC=1C=C(C=NC1CO)CNC1CCN(CC1)CCN1C(C=CC2=NC=C(C=C12)OC)=O (1-{2-[4-({[5-chloro-6-(hydroxymethyl)-3-pyridinyl]methyl}amino)-1-piperidinyl]ethyl}-7-(methyloxy)-1,5-naphthyridin-2(1H)-one). Yield: 29.7%. Reaction SMILES: [NH2:1][CH:2]1[CH2:7][CH2:6][N:5]([CH2:8][CH2:9][N:10]2[C:19]3[C:14](=[N:15][CH:16]=[C:17]([O:20][CH3:21])[CH:18]=3)[CH:13]=[CH:12][C:11]2=[O:22])[CH2:4][CH2:3]1.[Cl:23][C:24]1[CH:25]=[C:26]([CH:32]=O)[CH:27]=[N:28][C:29]=1[CH2:30][OH:31].C(O[BH-](OC(=O)C)OC(=O)C)(=O)C.[Na+].C(O[BH-](OC(=O)C)OC(=O)C)(=O)C>ClCCl.CO>[Cl:23][C:24]1[CH:25]=[C:26]([CH2:32][NH:1][CH:2]2[CH2:3][CH2:4][N:5]([CH2:8][CH2:9][N:10]3[C:19]4[C:14](=[N:15][CH:16]=[C:17]([O:20][CH3:21])[CH:18]=4)[CH:13]=[CH:12][C:11]3=[O:22])[CH2:6][CH2:7]2)[CH:27]=[N:28][C:29]=1[CH2:30][OH:31] |f:2.3|. Procedure details: 1-[2-(4-amino-1-piperidinyl)ethyl]-7-(methyloxy)-1,5-naphthyridin-2(1H)-one (Intermediate 29: 100 mg, 0.331 mmol) was dissolved in a mixture of Dichloromethane (DCM) (4 mL) and Methanol (0.444 mL). Aldehyde 5-chloro-6-(hydroxymethyl)-3-pyridinecarbaldehyde (Intermediate 39: 56.7 mg, 0.331 mmol) was added and the mixture was left at room temp. for 3 hours. Then sodium triacetoxy borohydride (210 mg, 0.992 mmol) was added and after 2 hours 2 more eq. of triacetoxy borohydride were added leaving th...